Dataset: the Open Reaction Database (ORD), a public repository of structured organic reaction records. Task: describe an organic reaction: reactants, conditions, products, and yield The reactants are ClC1=CC=C(C(=O)C2=CC=C(CN3C=NC(=C3C(OCC)OCC)C(=O)OCC)C=C2)C=C1 (ethyl 1-[4-(4-chlorobenzoyl)benzyl]-5-(diethoxymethyl)-imidazole-4-carboxylate). The solvent is C(C)(=O)O (acetic acid), O (water). Conditions: time 23 hour. Yields the product ClC1=CC=C(C(=O)C2=CC=C(CN3C=NC(=C3C=O)C(=O)OCC)C=C2)C=C1 (Ethyl 1-[4-(4-chlorobenzoyl)benzyl]-5-formyl-imidazole-4-carboxylate). The yield is 95.6%. RXN SMILES: [Cl:1][C:2]1[CH:33]=[CH:32][C:5]([C:6]([C:8]2[CH:31]=[CH:30][C:11]([CH2:12][N:13]3[C:17]([CH:18](OCC)[O:19]CC)=[C:16]([C:25]([O:27][CH2:28][CH3:29])=[O:26])[N:15]=[CH:14]3)=[CH:10][CH:9]=2)=[O:7])=[CH:4][CH:3]=1>C(O)(=O)C.O>[Cl:1][C:2]1[CH:3]=[CH:4][C:5]([C:6]([C:8]2[CH:31]=[CH:30][C:11]([CH2:12][N:13]3[C:17]([CH:18]=[O:19])=[C:16]([C:25]([O:27][CH2:28][CH3:29])=[O:26])[N:15]=[CH:14]3)=[CH:10][CH:9]=2)=[O:7])=[CH:32][CH:33]=1. Procedure: In 20% aqueous acetic acid (15 ml) was dissolved ethyl 1-[4-(4-chlorobenzoyl)benzyl]-5-(diethoxymethyl)-imidazole-4-carboxylate (1.70 g) and the solution was stirred at room temperature for 23 hours. This solution was diluted with water and extracted with ethyl acetate. The extract was washed serially with water, saturated aqueous NaHCO3 solution, and water and dried over anhydrous magnesium sulfate. The solvent was distilled off under reduced pressure to provide the title compound as white powd... Product: C#Cc1ccc([Si](C)(C)[Si](C)(C)CC=C)cc1. Starting materials: C=CC[Si](C)(C)[Si](C)(C)c1ccc(C#C[Si](C)(C)C)cc1, CO, Cl, [K+], [OH-]. Reaction SMILES: [CH2:5]([CH:6]=[CH2:7])[Si:8]([Si:9]([c:10]1[cH:11][cH:12][c:13]([C:16]#[C:17][Si:18]([CH3:19])([CH3:20])[CH3:21])[cH:14][cH:15]1)([CH3:22])[CH3:23])([CH3:24])[CH3:25].[CH3:1][OH:2].[ClH:26].[K+:4].[OH-:3]>>[CH2:5]([CH:6]=[CH2:7])[Si:8]([Si:9]([c:10]1[cH:11][cH:12][c:13]([C:16]#[CH:17])[cH:14][cH:15]1)([CH3:22])[CH3:23])([CH3:24])[CH3:25]. The reactants are E9, FC=1C=C(C=CC1OC1=CC(=NC=C1)C(F)(F)F)CO ((3-fluoro-4-((2-(trifluoromethyl)pyridin-4-yl)oxy)phenyl)methanol), ClC=1C=C2N(C(N1)=O)CC(N2C)(C)C (7-chloro-1,2,2-trimethyl-2,3-dihydroimidazo[1,2-c]pyrimidin-5(1H)-one). The product is FC=1C=C(COC=2C=C3N(C(N2)=O)CC(N3C)(C)C)C=CC1OC1=CC(=NC=C1)C(F)(F)F (7-((3-fluoro-4-((2-(trifluoromethyl)pyridin-4-yl)oxy)benzyl)oxy)-1,2,2-trimethyl-2,3-dihydroimidazo[1,2-c]pyrimidin-5(1H)-one). Reaction SMILES: [F:1][C:2]1[CH:3]=[C:4]([CH2:19][OH:20])[CH:5]=[CH:6][C:7]=1[O:8][C:9]1[CH:14]=[CH:13][N:12]=[C:11]([C:15]([F:18])([F:17])[F:16])[CH:10]=1.Cl[C:22]1[CH:23]=[C:24]2[N:31]([CH3:32])[C:30]([CH3:34])([CH3:33])[CH2:29][N:25]2[C:26](=[O:28])[N:27]=1>>[F:1][C:2]1[CH:3]=[C:4]([CH:5]=[CH:6][C:7]=1[O:8][C:9]1[CH:14]=[CH:13][N:12]=[C:11]([C:15]([F:16])([F:17])[F:18])[CH:10]=1)[CH2:19][O:20][C:22]1[CH:23]=[C:24]2[N:31]([CH3:32])[C:30]([CH3:34])([CH3:33])[CH2:29][N:25]2[C:26](=[O:28])[N:27]=1. Procedure details: The title compound was prepared by a procedure similar to that described for E9 starting from (3-fluoro-4-((2-(trifluoromethyl)pyridin-4-yl)oxy)phenyl)methanol and 7-chloro-1,2,2-trimethyl-2,3-dihydroimidazo[1,2-c]pyrimidin-5(1H)-one. Reactants: C1(=CC=CC2=CC=CC=C12)[C@H](C)NC(=CC(=O)O[C@H](C=C(C)C)C(Cl)(Cl)Cl)C ((R)-3-methyl-1-trichloromethylbut-2-en-1-yl (S)-3-[N-(1-(1-naphthyl)ethyl)amino]but-2-enoate), OP(=O)(O)O (H3PO4), [N+](=O)(O)[O-] (HNO3), C1(=CC=CC2=CC=CC=C12)[C@H](C)NC(=CC(=O)O[C@H](C=C(C)C)C(Cl)(Cl)Cl)C ((R)-3-methyl-1-trichloromethylbut-2-en-1-yl (S)-3-[N-(1-(1-naphthyl)ethyl)amino]but-2-enoate), aqueous mineral acid, Cl (HCl), Br (HBr), OS(=O)(=O)O (H2SO4). Solvent: O1CCCC1 (tetrahydrofuran). Yields the product C(CC(=O)C)(=O)O[C@H](C=C(C)C)C(Cl)(Cl)Cl ((R)-1-Trichloromethyl-3-methyl-2 -butenyl acetoacetate). Reaction SMILES: C1([C@@H](N[C:14]([CH3:28])=[CH:15][C:16]([O:18][C@@H:19]([C:24]([Cl:27])([Cl:26])[Cl:25])[CH:20]=[C:21]([CH3:23])[CH3:22])=[O:17])C)C2C(=CC=CC=2)C=CC=1.Cl.Br.[N+]([O-])(O)=[O:32].OP(O)(O)=O.OS(O)(=O)=O>O1CCCC1>[C:16]([O:18][C@@H:19]([C:24]([Cl:27])([Cl:26])[Cl:25])[CH:20]=[C:21]([CH3:23])[CH3:22])(=[O:17])[CH2:15][C:14]([CH3:28])=[O:32]. Procedure: hydrolyzing the recovered (R)-3-methyl-1-trichloromethylbut-2-en-1-yl (S)-3-[N-(1-(1-naphthyl)ethyl)amino]but-2-enoate in a mixture of tetrahydrofuran and aqueous mineral acid selected from HCl, HBr, HNO3, H3PO4, and H2SO4, about 1-20 equivalents of 0.1 to 4 N aqueous mineral acid being employed for each equivalent of (R)-3-methyl-1-trichloromethylbut-2-en-1-yl (S)-3-[N-(1-(1-naphthyl)ethyl)amino]but-2-enoate. The reactants are ice water, [C-]#N.[Na+] (sodium cyanide), CC=1C=C(CBr)C=C(C1OC1=CC(=C(C=C1)OC)C(C)C)C (3,5-dimethyl-4-(3′-iso-propyl-4′-methoxyphenoxy)benzyl bromide). The solvent is O (H2O), C(C)O (ethanol). Reaction conditions: temperature 80 celsius, time 1 hour. Product: CC=1C=C(C=C(C1OC1=CC(=C(C=C1)OC)C(C)C)C)CC#N (3,5-dimethyl-4-(3′-iso-propyl-4′-methoxyphenoxy)phenylacetonitrile). Isolated yield 88.4%. RXN SMILES: [C-:1]#[N:2].[Na+].[CH3:4][C:5]1[CH:6]=[C:7]([CH:10]=[C:11]([CH3:25])[C:12]=1[O:13][C:14]1[CH:19]=[CH:18][C:17]([O:20][CH3:21])=[C:16]([CH:22]([CH3:24])[CH3:23])[CH:15]=1)[CH2:8]Br>O.C(O)C>[CH3:4][C:5]1[CH:6]=[C:7]([CH2:8][C:1]#[N:2])[CH:10]=[C:11]([CH3:25])[C:12]=1[O:13][C:14]1[CH:19]=[CH:18][C:17]([O:20][CH3:21])=[C:16]([CH:22]([CH3:24])[CH3:23])[CH:15]=1 |f:0.1|. Procedure details: To a stirred solution of sodium cyanide (0.23 g, 4.69 mmol) in H2O (2 mL) at room temperature was added a solution of 3,5-dimethyl-4-(3′-iso-propyl-4′-methoxyphenoxy)benzyl bromide (0.85 g, 2.34 mmol) in ethanol (5 mL). The reaction mixture was heated at 80° C. for 2 h, cooled to room temperature, and poured into ice water (100 mL). The mixture was stirred for 1 h and extracted with ethyl acetate (2×100 mL). The combined organic layers were washed with water and brine, dried over Na2SO4, filtere... The reactants are C[Si](C)(C)C#N (trimethylsilylcyanide), C(CCC)C1=C(C=[N+](C=C1)[O-])C(=O)O (4-n-butyl-3-carboxy-pyridine N-oxide), CN(C(=O)Cl)C (dimethylcarbamoyl chloride). Run in ClCCl (dichloromethane). Reaction conditions: time 5 minute. Product: C(CCC)C1=CC(=NC=C1C(=O)O)C#N (4-n-butyl-5-carboxy-2-cyano-pyridine). As a reaction SMILES: [CH2:1]([C:5]1[CH:10]=[CH:9][N+:8]([O-])=[CH:7][C:6]=1[C:12]([OH:14])=[O:13])[CH2:2][CH2:3][CH3:4].C[Si]([C:19]#[N:20])(C)C.CN(C)C(Cl)=O>ClCCl>[CH2:1]([C:5]1[C:6]([C:12]([OH:14])=[O:13])=[CH:7][N:8]=[C:9]([C:19]#[N:20])[CH:10]=1)[CH2:2][CH2:3][CH3:4]. Reported procedure: To a suspension of 4-n-butyl-3-carboxy-pyridine N-oxide (600 mg, 3 mmol) in 15 ml of dichloromethane is added trimethylsilylcyanide (595 mg, 6 mmol), and the solution is stirred for 5 min. Then dimethylcarbamoyl chloride (645 mg, 6 mmol) is added and stirring continued for 4 days under reflux. After cooling, the solution is evaporated to dryness under reduced pressure, and the residue is purified by column chromatography (dichloromethane/methanol 3:1) to yield 4-n-butyl-5-carboxy-2-cyano-pyridin...